This data is from the Open Reaction Database (ORD), a public repository of structured organic reaction records. The task is: describe an organic reaction: reactants, conditions, products, and yield Reactants: ClC1=CC2=C(SC3=C(C(C2)Cl)C=C(C=C3)F)C=C1 (2,10-dichloro-8-fluoro-10,11-dihydro-dibenzo[b,f]thiepin), C(=O)(OCC)N1CCNCC1 (1-carbethoxy-piperazine), ice water. The solvent is C(Cl)(Cl)Cl (chloroform). Yields the product C(=O)(OCC)N1CCN(CC1)C1CC2=C(SC3=C1C=C(C=C3)F)C=CC(=C2)Cl (1-carbethoxy-4-(2-chloro-8-fluoro-10,11-dihydro-dibenzo [b,f]thiepin-10-yl)-piperazine). RXN SMILES: [Cl:1][C:2]1[CH:18]=[CH:17][C:5]2[S:6][C:7]3[CH:15]=[CH:14][C:13]([F:16])=[CH:12][C:8]=3[CH:9](Cl)[CH2:10][C:4]=2[CH:3]=1.[C:19]([N:24]1[CH2:29][CH2:28][NH:27][CH2:26][CH2:25]1)([O:21][CH2:22][CH3:23])=[O:20]>C(Cl)(Cl)Cl>[C:19]([N:24]1[CH2:29][CH2:28][N:27]([CH:9]2[C:8]3[CH:12]=[C:13]([F:16])[CH:14]=[CH:15][C:7]=3[S:6][C:5]3[CH:17]=[CH:18][C:2]([Cl:1])=[CH:3][C:4]=3[CH2:10]2)[CH2:26][CH2:25]1)([O:21][CH2:22][CH3:23])=[O:20]. Procedure details: 24 G. of 2,10-dichloro-8-fluoro-10,11-dihydro-dibenzo[b,f]thiepin in 80 ml. of chloroform are heated together with 38.4 g. of 1-carbethoxy-piperazine under reflux conditions for 20 hours. The reaction mixture is poured over ice water and extracted with chloforom. The organic phase is dried over magnesium sulfate and evaporated under reduced pressure, whereby there is obtained oily 1-carbethoxy-4-(2-chloro-8-fluoro-10,11-dihydro-dibenzo [b,f]thiepin-10-yl)-piperazine. 24.5 G. of 1-carbethoxy-4-(2... Reactants: [K+], [Na+], [Na+], [OH-], O, Cc1cccnc1NS(=O)(=O)c1ccc(C=Cc2ccc(O)c(C(=O)OCC(C)C)c2)cc1, O=S([O-])[O-]. The product is Cc1cccnc1NS(=O)(=O)c1ccc(C=Cc2ccc(O)c(C(=O)O)c2)cc1. RXN SMILES: [K+:35].[Na+:40].[Na+:41].[OH-:34].[OH2:42].[OH:1][c:2]1[c:3]([C:4](=[O:5])[O:6][CH2:7][CH:8]([CH3:9])[CH3:10])[cH:11][c:12]([CH:15]=[CH:16][c:17]2[cH:18][cH:19][c:20]([S:23](=[O:24])(=[O:25])[NH:26][c:27]3[n:28][cH:29][cH:30][cH:31][c:32]3[CH3:33])[cH:21][cH:22]2)[cH:13][cH:14]1.[S:36]([O-:37])([O-:38])=[O:39]>>[OH:1][c:2]1[c:3]([C:4](=[O:5])[OH:6])[cH:11][c:12]([CH:15]=[CH:16][c:17]2[cH:18][cH:19][c:20]([S:23](=[O:24])(=[O:25])[NH:26][c:27]3[n:28][cH:29][cH:30][cH:31][c:32]3[CH3:33])[cH:21][cH:22]2)[cH:13][cH:14]1. Starting materials: C(CCC)C1=CC=CC=C1 (4n-butylbenzene), S(O)(O)(=O)=O (sulfuric acid), S(O)(O)(=O)=O (sulfuric acid), [N+](=O)(O)[O-] (nitric acid). Product: C(CCC)C1=CC=C(C=C1)S(=O)(=O)O (4-n-butylbenzenesulfonic acid), [N+](=O)([O-])C=1C=C(C=CC1CCCC)S(=O)(=O)O (3-nitro-4-n-butylbenzenesulfonic acid). As a reaction SMILES: [CH2:1]([C:5]1[CH:10]=[CH:9][CH:8]=[CH:7][CH:6]=1)[CH2:2][CH2:3][CH3:4].[S:11](=[O:15])(=[O:14])([OH:13])[OH:12].[N+:16]([O-])([OH:18])=[O:17]>>[CH2:1]([C:5]1[CH:10]=[CH:9][C:8]([S:11]([OH:14])(=[O:13])=[O:12])=[CH:7][CH:6]=1)[CH2:2][CH2:3][CH3:4].[N+:16]([C:6]1[CH:7]=[C:8]([S:11]([OH:13])(=[O:15])=[O:12])[CH:9]=[CH:10][C:5]=1[CH2:1][CH2:2][CH2:3][CH3:4])([O-:18])=[O:17]. Procedure: 4-n-butylbenzenesulfonic acid is prepared by sulfonating 4n-butylbenzene with concentrated sulfuric acid at 180° C. as in previous reactions. Nitration of this compound with a mixture of sulfuric acid and nitric acid on a steam bath yielded 3-nitro-4-n-butylbenzenesulfonic acid. Hydrogenation of this in 50% ethanol/water over palladium on charcoal afforded 3-amino-4-n-butylbenzenesulfonic acid. Structural verification was obtained by carbon magnetic resonance, proton magnetic resonance and infra... As a reaction SMILES: [OH:1][C:2]1[C:11]2[C:6](=[CH:7][CH:8]=[CH:9][C:10]=2[CH2:12][CH2:13][CH3:14])[C:5]([CH:15]=[O:16])=[CH:4][C:3]=1[O:17][CH3:18].[H-].[Na+].[CH3:21][O:22][CH2:23]Cl.O>CN(C)C=O>[CH3:18][O:17][C:3]1[CH:4]=[C:5]([CH:15]=[O:16])[C:6]2[C:11]([C:2]=1[O:1][CH2:21][O:22][CH3:23])=[C:10]([CH2:12][CH2:13][CH3:14])[CH:9]=[CH:8][CH:7]=2 |f:1.2|. Starting materials: O (water), OC1=C(C=C(C2=CC=CC(=C12)CCC)C=O)OC (4-hydroxy-3-methoxy-5-propyl-1-naphthalenecarbaldehyde), COCCl (chloromethyl methyl ether), [H-].[Na+] (sodium hydride). Product: COC=1C=C(C2=CC=CC(=C2C1OCOC)CCC)C=O (3-Methoxy-4-methoxymethoxy-5-propyl-1-naphthalenecarbaldehyde). Reaction conditions: temperature 10 celsius, time 20 minute. Procedure details: 322 g of 4-hydroxy-3-methoxy-5-propyl-1-naphthalenecarbaldehyde was dissolved in 1.3 liters of N,N-dimethylformamide and cooled to 10° C. 63.3 g of 60% sodium hydride was added to the solution at 30° C. or below and agitated for 20 minutes. The reaction solution was cooled to 5° C., to which 190 ml of chloromethyl methyl ether was added. After agitation at room temperature for 2 hours, the solution was poured into iced water and extracted with ethyl acetate. The resultant organic phase was washe... Run in CN(C=O)C (N,N-dimethylformamide). Starting materials: [Br-], C#C[Mg+], O=Cc1cccc(-c2ccn3nc(-c4ccccc4F)cc3c2)c1, C1CCOC1. Yields the product C#CC(O)c1cccc(-c2ccn3nc(-c4ccccc4F)cc3c2)c1. RXN SMILES: [Br-:25].[C:26](#[CH:27])[Mg+:28].[F:1][c:2]1[c:3](-[c:8]2[n:9][n:10]3[c:11]([cH:12][c:13](-[c:16]4[cH:17][c:18]([CH:19]=[O:20])[cH:21][cH:22][cH:23]4)[cH:14][cH:15]3)[cH:24]2)[cH:4][cH:5][cH:6][cH:7]1.[O:29]1[CH2:30][CH2:31][CH2:32][CH2:33]1>>[F:1][c:2]1[c:3](-[c:8]2[n:9][n:10]3[c:11]([cH:12][c:13](-[c:16]4[cH:17][c:18]([CH:19]([OH:20])[C:26]#[CH:27])[cH:21][cH:22][cH:23]4)[cH:14][cH:15]3)[cH:24]2)[cH:4][cH:5][cH:6][cH:7]1. The reactants are O=C([O-])O, CCCc1cc(C(OCc2ccccc2)(C(F)(F)F)C(F)(F)F)ncc1N1CCN(C(=O)OC(C)(C)C)CC1, ClCCl, O=C(O)C(F)(F)F, [Na+]. Yields the product CCCc1cc(C(OCc2ccccc2)(C(F)(F)F)C(F)(F)F)ncc1N1CCNCC1. RXN SMILES: [C:47](=[O:48])([O-:49])[OH:50].[CH2:1]([c:2]1[cH:3][cH:4][cH:5][cH:6][cH:7]1)[O:8][C:9]([C:10]([F:11])([F:12])[F:13])([C:14]([F:15])([F:16])[F:17])[c:18]1[cH:19][c:20]([CH2:37][CH2:38][CH3:39])[c:21]([N:24]2[CH2:25][CH2:26][N:27]([C:30]([O:31][C:32]([CH3:33])([CH3:34])[CH3:35])=[O:36])[CH2:28][CH2:29]2)[cH:22][n:23]1.[Cl:52][CH2:53][Cl:54].[F:40][C:41]([F:42])([F:43])[C:44]([OH:45])=[O:46].[Na+:51]>>[CH2:1]([c:2]1[cH:3][cH:4][cH:5][cH:6][cH:7]1)[O:8][C:9]([C:10]([F:11])([F:12])[F:13])([C:14]([F:15])([F:16])[F:17])[c:18]1[cH:19][c:20]([CH2:37][CH2:38][CH3:39])[c:21]([N:24]2[CH2:25][CH2:26][NH:27][CH2:28][CH2:29]2)[cH:22][n:23]1. The reactants are Cl.C(C)ON (O-ethylhydroxylamine hydrochloride), C([O-])([O-])=O.[K+].[K+] (potassium carbonate), ClC1=C(C(=O)OC)C=CC(=C1C=O)S(=O)(=O)C (methyl 2-chloro-3-formyl-4-methylsulfonylbenzoate). The solvent is CO (methanol). Conditions: time 8 hour. The product is ClC1=C(C(=O)OC)C=CC(=C1C=NOCC)S(=O)(=O)C (methyl 2-chloro-3-ethoxyiminomethyl-4-methylsulfonylbenzoate). Yield: 88.3%. Reaction SMILES: Cl.[CH2:2]([O:4][NH2:5])[CH3:3].C(=O)([O-])[O-].[K+].[K+].[Cl:12][C:13]1[C:22]([CH:23]=O)=[C:21]([S:25]([CH3:28])(=[O:27])=[O:26])[CH:20]=[CH:19][C:14]=1[C:15]([O:17][CH3:18])=[O:16]>CO>[Cl:12][C:13]1[C:22]([CH:23]=[N:5][O:4][CH2:2][CH3:3])=[C:21]([S:25]([CH3:28])(=[O:27])=[O:26])[CH:20]=[CH:19][C:14]=1[C:15]([O:17][CH3:18])=[O:16] |f:0.1,2.3.4|. Procedure details: 1.90 g (0.0195 mol) of O-ethylhydroxylamine hydrochloride and 1.35 g (0.0097 mol) of finely powdered potassium carbonate were stirred for 1 hour at room temperature in 60 ml of dry methanol, and 4.90 g (0.0177 mol) of methyl 2-chloro-3-formyl-4-methylsulfonylbenzoate were then added. After stirring for 8 hours at room temperature, the solvent was removed, the residue was taken up in ethyl acetate and the organic phase was washed with water until neutral, dried and concentrated under reduced pres... Reactants: C(C)[Si](CC)(CC)Cl (triethylsilyl chloride), C(CCC)[Li] (n-Butyl lithium), solution, C(CC#C)O (3-butyn-1-ol). Reagents/catalysts: C(=O)([O-])[O-].[Na+].[Na+] (Na2CO3). Run in CCCCCC (Hexane), CCCCCC (hexane), C1CCOC1 (THF). Conditions: temperature -30 celsius, time 1 hour. Yields the product C(C)[Si](CC)(CC)C(C#CO)(C)[Si](CC)(CC)CC (bis triethylsilyl butynol). Isolated yield 100.0%. RXN SMILES: C([Li])C[CH2:3][CH3:4].[CH2:6]([OH:10])[CH2:7][C:8]#[CH:9].[CH2:11]([Si:13](Cl)([CH2:16][CH3:17])[CH2:14][CH3:15])[CH3:12]>CCCCCC.C1COCC1.C([O-])([O-])=O.[Na+].[Na+]>[CH2:11]([Si:13]([C:8]([Si:13]([CH2:3][CH3:4])([CH2:14][CH3:15])[CH2:11][CH3:12])([CH3:9])[C:7]#[C:6][OH:10])([CH2:16][CH3:17])[CH2:14][CH3:15])[CH3:12] |f:5.6.7|. Procedure details: n-Butyl lithium (776 ml of a 2.5M solution in hexane, 1.94 mol) was added over a 2 h period to a stirred solution of 3-butyn-1-ol (68 g, 0.97 mol), in anhydrous THF (1.16 l), at -30° C. The mixture was stirred at -30° C. for 1 h (dianion precipitates out) and triethylsilyl chloride (300 g, 1.99 mol) was then added dropwise, ensuring that the temperature remained below -20° C. The solution was stirred at -10° C. for 1 h and then at room temperature for 1 h. Hexane (1.36 l) and Na2CO3 solution (7.... The reactants are COC=1C=CC(=C(C1)OCCOCCCl)[N+](=O)[O-] (5-methoxy-2-nitro-[2-(2-chloroethoxy)ethoxy]benzene), crown ether, [Na] (sodium), [N+](=O)([O-])C1=C(C=CC=C1)O (o-nitrophenol), COC=1C=CC(=C(C1)O)[N+](=O)[O-] (5-methoxy-2-nitrophenol). Product: [N+](=O)([O-])C1=C(C=CC=C1)OCCOCCCl (2-nitro[2-(2-chloroethoxy)ethoxy]benzene). RXN SMILES: CO[C:3]1[CH:4]=[CH:5][C:6]([N+:16]([O-:18])=[O:17])=[C:7]([O:9][CH2:10][CH2:11][O:12][CH2:13][CH2:14][Cl:15])[CH:8]=1.[Na].[N+](C1C=CC=CC=1O)([O-])=O.COC1C=CC([N+]([O-])=O)=C(O)C=1>>[N+:16]([C:6]1[CH:5]=[CH:4][CH:3]=[CH:8][C:7]=1[O:9][CH2:10][CH2:11][O:12][CH2:13][CH2:14][Cl:15])([O-:18])=[O:17] |^1:18|. Reported procedure: This compound was prepared in a manner analogous to the preparation of 5-methoxy-2-nitro-[2-(2-chloroethoxy)ethoxy]benzene for crown ether XIX, except that the sodium salt of o-nitrophenol was used instead of the sodium salt of 5-methoxy-2-nitrophenol. Reactants: FC=1C(=NC(=NC1)O)N=CN(C)C (N′-(5-fluoro-2-hydroxy-pyrimidin-4-yl)-N,N-dimethylformamidine), C(CC)N=C=O (propyl isocyanate). The solvent is ClCCl (dichloromethane). Reaction conditions: time 16 hour. Yields the product C(CC)NC(=O)N1C(N=C(C(=C1)F)N=CN(C)C)=O (4-(dimethylamino-methyleneamino)-5-fluoro-2-oxo-2H-pyrimidine-1-carboxylic acid propylamide), solid. Yield: 94.0%. RXN SMILES: [F:1][C:2]1[C:3]([N:9]=[CH:10][N:11]([CH3:13])[CH3:12])=[N:4][C:5]([OH:8])=[N:6][CH:7]=1.[CH2:14]([N:17]=[C:18]=[O:19])[CH2:15][CH3:16]>ClCCl>[CH2:14]([NH:17][C:18]([N:6]1[CH:7]=[C:2]([F:1])[C:3]([N:9]=[CH:10][N:11]([CH3:13])[CH3:12])=[N:4][C:5]1=[O:8])=[O:19])[CH2:15][CH3:16]. Procedure details: To a 7 milliliter (mL) screw-cap vial were added dichloromethane (CH2Cl2; 5 milliliters (mL)), N′-(5-fluoro-2-hydroxy-pyrimidin-4-yl)-N,N-dimethylformamidine (200 milligrams (mg), 1.09 millimoles (mmol)), and propyl isocyanate (94 mg, 1.10 mmol). The mixture was shaken at room temperature for 16 hours (h). After evaporation and recrystallization of the crude product from CH2Cl2 and heptane, the title compound was isolated as a white solid (274 mg, 94%): mp 266-268° C.; 1H NMR (300 MHz, CDCl3) δ1...